From a dataset of the Open Reaction Database (ORD), a public repository of structured organic reaction records. describe an organic reaction: reactants, conditions, products, and yield The reactants are OC[C@@H](C=1N=NN(N1)C)NC(OC(C)(C)C)=O (tert-butyl [(1R)-2-hydroxy-1-(2-methyl-2H-tetrazol-5-yl)ethyl]carbamate), Cl.O1CCOCC1 (hydrogen chloride 1,4-dioxane). Procedure details: A solution of 106 mg of tert-butyl [(1R)-2-hydroxy-1-(2-methyl-2H-tetrazol-5-yl)ethyl]carbamate in 3 ml of methanol was added to 1.5 ml of a 4 M hydrogen chloride/1,4-dioxane solution, followed by stirring at room temperature for 2 hours. The reaction mixture was concentrated under reduced pressure to obtain 78 mg of (2R)-2-amino-2-(2-methyl-2H-tetrazol-5-yl)ethanol hydrochloride. As a reaction SMILES: [OH:1][CH2:2][C@H:3]([NH:10]C(=O)OC(C)(C)C)[C:4]1[N:5]=[N:6][N:7]([CH3:9])[N:8]=1.[ClH:18].O1CCOCC1>CO>[ClH:18].[NH2:10][C@H:3]([C:4]1[N:5]=[N:6][N:7]([CH3:9])[N:8]=1)[CH2:2][OH:1] |f:1.2,4.5|. Yields the product Cl.N[C@@H](CO)C=1N=NN(N1)C ((2R)-2-amino-2-(2-methyl-2H-tetrazol-5-yl)ethanol hydrochloride). Run in CO (methanol). Conditions: time 2 hour. Reactants: Cl (HCl), O1CCOCC1 (dioxane), IC1=CC=C(C=C1)C(CC(C)C)NS(=O)C(C)(C)C (N-(1-(4-iodophenyl)-3-methylbutyl)-2-methylpropane-2-sulfinamide). Solvent: CO (methanol). Reaction conditions: time 1 hour. Yields the product Cl.IC1=CC=C(C=C1)C(CC(C)C)N (1-(4-iodophenyl)-3-methylbutan-1-amine hydrochloride). Yield: 100.0%. RXN SMILES: [I:1][C:2]1[CH:7]=[CH:6][C:5]([CH:8]([NH:13]S(C(C)(C)C)=O)[CH2:9][CH:10]([CH3:12])[CH3:11])=[CH:4][CH:3]=1.[ClH:20].O1CCOCC1>CO>[ClH:20].[I:1][C:2]1[CH:3]=[CH:4][C:5]([CH:8]([NH2:13])[CH2:9][CH:10]([CH3:11])[CH3:12])=[CH:6][CH:7]=1 |f:4.5|. Procedure: N-(1-(4-iodophenyl)-3-methylbutyl)-2-methylpropane-2-sulfinamide (1.36 g, 3.45 mmol) was dissolved in methanol (17.2 mL). 4M HCl in dioxane (4.31 mL, 17.2 mmol) was added and the reaction was stirred at room temperature for 1 hour. The reaction was concentrated and the resulting solid was triturated with ether and dried under vacuum to provide 1-(4-iodophenyl)-3-methylbutan-1-amine hydrochloride (1.1 g, 100%) as a white solid. 1H NMR (400 MHz, CD3OD, δ): 7.80-7.84 (m, 2H), 7.20-7.24 (m, 2H), 4.2... Starting materials: CCO, O=C1C=CC(CO)O1, ClC(c1ccccc1)(c1ccccc1)c1ccccc1, c1ccncc1. The product is O=C1C=CC(COC(c2ccccc2)(c2ccccc2)c2ccccc2)O1. As a reaction SMILES: [CH3:35][CH2:36][OH:37].[OH:1][CH2:2][CH:3]1[CH:4]=[CH:5][C:6](=[O:8])[O:7]1.[c:15]1([C:21]([c:22]2[cH:23][cH:24][cH:25][cH:26][cH:27]2)([c:28]2[cH:29][cH:30][cH:31][cH:32][cH:33]2)[Cl:34])[cH:16][cH:17][cH:18][cH:19][cH:20]1.[cH:9]1[cH:10][cH:11][n:12][cH:13][cH:14]1>>[O:1]([CH2:2][CH:3]1[CH:4]=[CH:5][C:6](=[O:8])[O:7]1)[C:21]([c:15]1[cH:16][cH:17][cH:18][cH:19][cH:20]1)([c:22]1[cH:23][cH:24][cH:25][cH:26][cH:27]1)[c:28]1[cH:29][cH:30][cH:31][cH:32][cH:33]1. Starting materials: CCCC[SnH](CCCC)CCCC, CC(=O)O, ClCCl, C=CCOC(=O)Nc1ccc(CC(NC(=O)OCC2c3ccccc3-c3ccccc32)C(=O)O)cc1. The product is Nc1ccc(CC(NC(=O)OCC2c3ccccc3-c3ccccc32)C(=O)O)cc1. As a reaction SMILES: [CH2:41]([SnH:42]([CH2:43][CH2:44][CH2:45][CH3:46])[CH2:47][CH2:48][CH2:49][CH3:50])[CH2:51][CH2:52][CH3:53].[CH3:37][C:38](=[O:39])[OH:40].[Cl:54][CH2:55][Cl:56].[cH:1]1[cH:2][cH:3][cH:4][c:5]2[c:13]1[CH:12]([CH2:14][O:15][C:16](=[O:17])[NH:18][CH:19]([CH2:20][c:21]1[cH:22][cH:23][c:24]([NH:27][C:28]([O:29][CH2:30][CH:31]=[CH2:32])=[O:33])[cH:25][cH:26]1)[C:34](=[O:35])[OH:36])[c:11]1[c:6]-2[cH:7][cH:8][cH:9][cH:10]1>>[cH:1]1[cH:2][cH:3][cH:4][c:5]2[c:13]1[CH:12]([CH2:14][O:15][C:16](=[O:17])[NH:18][CH:19]([CH2:20][c:21]1[cH:22][cH:23][c:24]([NH2:27])[cH:25][cH:26]1)[C:34](=[O:35])[OH:36])[c:11]1[c:6]-2[cH:7][cH:8][cH:9][cH:10]1.